describe an organic reaction: reactants, conditions, products, and yield From a dataset of the Open Reaction Database (ORD), a public repository of structured organic reaction records. Starting materials: C(#N)C=1C=C(C=CC1)[C@@H]([C@H](C)NC(C(C)(C)OC1=NC=CC(=C1)C(F)(F)F)=O)CC1=CC=C(C=C1)O (N(1S,2S)-[2-(3-cyanophenyl)-3-(4-hydroxyphenyl)-1-methylpropyl]-2-(4-trifluoromethyl-2-pyridyloxy)-2-methylpropanamide), FCI (fluoromethyliodide). The product is C(#N)C=1C=C(C=CC1)[C@@H]([C@H](C)NC(C(C)(C)OC1=NC=CC(=C1)C(F)(F)F)=O)CC1=CC=C(C=C1)OCF (N-(1S,2S)-[2-(3-Cyanophenyl)-3-(4-fluoromethoxyphenyl)-1-methylpropyl]-2-(4-trifluoromethyl-2-pyridyloxy)-2-methylpropanamide). RXN SMILES: [C:1]([C:3]1[CH:4]=[C:5]([C@H:9]([CH2:29][C:30]2[CH:35]=[CH:34][C:33]([OH:36])=[CH:32][CH:31]=2)[C@@H:10]([NH:12][C:13](=[O:28])[C:14]([O:17][C:18]2[CH:23]=[C:22]([C:24]([F:27])([F:26])[F:25])[CH:21]=[CH:20][N:19]=2)([CH3:16])[CH3:15])[CH3:11])[CH:6]=[CH:7][CH:8]=1)#[N:2].[F:37][CH2:38]I>>[C:1]([C:3]1[CH:4]=[C:5]([C@H:9]([CH2:29][C:30]2[CH:35]=[CH:34][C:33]([O:36][CH2:38][F:37])=[CH:32][CH:31]=2)[C@@H:10]([NH:12][C:13](=[O:28])[C:14]([O:17][C:18]2[CH:23]=[C:22]([C:24]([F:27])([F:25])[F:26])[CH:21]=[CH:20][N:19]=2)([CH3:16])[CH3:15])[CH3:11])[CH:6]=[CH:7][CH:8]=1)#[N:2]. Procedure details: N-(1S,2S)-[2-(3-Cyanophenyl)-3-(4-fluoromethoxyphenyl)-1-methylpropyl]-2-(4-trifluoromethyl-2-pyridyloxy)-2-methylpropanamide was prepared from N(1S,2S)-[2-(3-cyanophenyl)-3-(4-hydroxyphenyl)-1-methylpropyl]-2-(4-trifluoromethyl-2-pyridyloxy)-2-methylpropanamide (Example 12, Step B) and fluoromethyliodide following the procedure described in Example 4.